From a dataset of the Open Reaction Database (ORD), a public repository of structured organic reaction records. describe an organic reaction: reactants, conditions, products, and yield Reactants: Cl.N[C@@H]1C(N(CCCC1)CC1=CC=CC=C1)=O ((S)-3-Amino-1-benzylazepan-2-one hydrochloride), BrCC1=CC(=CC=C1)Cl (1-(bromomethyl)-3-chlorobenzene). The product is Cl.N[C@@H]1C(N(CCCC1)CC1=CC(=CC=C1)Cl)=O ((S)-3-Amino-1-(3-chlorobenzyl)azepan-2-one hydrochloride). RXN SMILES: [ClH:1].[NH2:2][C@H:3]1[CH2:9][CH2:8][CH2:7][CH2:6][N:5]([CH2:10][C:11]2[CH:16]=[CH:15][CH:14]=[CH:13][CH:12]=2)[C:4]1=[O:17].BrCC1C=CC=C([Cl:26])C=1>>[ClH:26].[NH2:2][C@H:3]1[CH2:9][CH2:8][CH2:7][CH2:6][N:5]([CH2:10][C:11]2[CH:16]=[CH:15][CH:14]=[C:13]([Cl:1])[CH:12]=2)[C:4]1=[O:17] |f:0.1,3.4|. Procedure details: (S)-3-Amino-1-(3-chlorobenzyl)azepan-2-one hydrochloride (190 mg, 0.657 mmol) was synthesized as described for the preparation of Intermediate 42 using 1-(bromomethyl)-3-chlorobenzene in step A. Starting materials: O1C(C12CCCC2)C#N (1-oxa-spiro[2.4]heptane-2-carbonitrile), C([O-])([O-])=O.[Na+].[Na+] (sodium carbonate), F (hydrogen fluoride), C(C[*:2])[*:1] (polyethylene). Solvent: ClCCl (dichloromethane), N1=CC=CC=C1 (pyridine), ClCCl (dichloromethane). Conditions: temperature 0 celsius, time 1 hour. The product is FC1(CCCC1)C(C#N)O ((1-Fluoro-cyclopentyl)-hydroxy-acetonitrile). Yield: 58.1%. RXN SMILES: [FH:1].[O:2]1[C:4]2([CH2:8][CH2:7][CH2:6][CH2:5]2)[CH:3]1[C:9]#[N:10].C(=O)([O-])[O-].[Na+].[Na+]>N1C=CC=CC=1.ClCCl>[F:1][C:4]1([CH:3]([OH:2])[C:9]#[N:10])[CH2:8][CH2:7][CH2:6][CH2:5]1 |f:2.3.4|. Procedure: Anhydrous dichloromethane (3 mL) and a 70% w/w solution of hydrogen fluoride (2.68 mL, 20.44 mmol) in pyridine are mixed in a polyethylene bottle at 0° C. under a nitrogen atmosphere. A solution of 1-oxa-spiro[2.4]heptane-2-carbonitrile (3.30 g, 26.76 mmol) in anhydrous dichloromethane (3.2 mL) is added slowly. The reaction is stirred at 0° C. for 1 h and at room temperature for 1 h. The mixture is cooled at 0° C. and a saturated solution of sodium carbonate is added carefully. The aqueous layer... Reactants: CS(C)=O, O=C1COc2ccc([N+](=O)[O-])cc2N1. The product is CN1C(=O)COc2ccc([N+](=O)[O-])cc21. Reaction SMILES: [CH3:15][S:16]([CH3:17])=[O:18].[N+:1](=[O:2])([O-:3])[c:4]1[cH:5][cH:6][c:7]2[c:8]([cH:14]1)[NH:9][C:10](=[O:13])[CH2:11][O:12]2>>[N+:1](=[O:2])([O-:3])[c:4]1[cH:5][cH:6][c:7]2[c:8]([cH:14]1)[N:9]([CH3:15])[C:10](=[O:13])[CH2:11][O:12]2. The reactants are NC1=NNC=C1 (aminopyrazole), COC(C1=CC(=C(C=C1)OCC1CC1)Cl)=O (3-Chloro-4-cyclopropylmethoxy-benzoic acid methyl ester), COC(=O)C1=NC=CC=C1 (pyridine-2-carboxylic acid methyl ester). The product is O=C(C#N)C1=NC=CC=C1 (Oxo-pyridin-2-yl-acetonitrile). Isolated yield 69.0%. RXN SMILES: [NH2:1][C:2]1C=CNN=1.COC(=O)C1C=CC(OCC2CC2)=C(Cl)C=1.CO[C:25]([C:27]1[CH:32]=[CH:31][CH:30]=[CH:29][N:28]=1)=[O:26]>>[O:26]=[C:25]([C:27]1[CH:32]=[CH:31][CH:30]=[CH:29][N:28]=1)[C:2]#[N:1]. Procedure details: The product was prepared according to the general procedure for aminopyrazole synthesis (route A1) from pyridine-2-carboxylic acid methyl ester (3.0 g, 21.9 mmol, 1.0 eq). The crude was precipitated from HCl to give the title product as a solid (2.2 g, yield: 69%) which was used directly for the next step.